This data is from the Open Reaction Database (ORD), a public repository of structured organic reaction records. The task is: describe an organic reaction: reactants, conditions, products, and yield The reactants are COCCOC1=CC=C(C(C2=CC=CC=C2)O)C=C1 (4-(2-Methoxyethoxy)benzhydrol), S(=O)(Cl)Cl (thionyl chloride), COCCOC1=CC=C(C(=O)C2=CC=CC=C2)C=C1 (4-(2-Methoxyethoxy)benzophenone), COCCOC1=CC=C(C(C2=CC=CC=C2)O)C=C1 (4-(2-methoxyethoxy)benzhydrol), [BH4-].[Na+] (sodium borohydride). As a reaction SMILES: [CH3:1][O:2][CH2:3][CH2:4][O:5][C:6]1[CH:19]=[CH:18][C:9]([C:10]([C:12]2[CH:17]=[CH:16][CH:15]=[CH:14][CH:13]=2)=O)=[CH:8][CH:7]=1.COCCOC1C=CC(C(O)C2C=CC=CC=2)=CC=1.[BH4-].[Na+].S(Cl)([Cl:43])=O>C(Cl)(Cl)Cl>[CH3:1][O:2][CH2:3][CH2:4][O:5][C:6]1[CH:19]=[CH:18][C:9]([CH:10]([Cl:43])[C:12]2[CH:17]=[CH:16][CH:15]=[CH:14][CH:13]=2)=[CH:8][CH:7]=1 |f:2.3|. The solvent is C(Cl)(Cl)Cl (chloroform). Reported procedure: For the preparation of the compound of Example 27, 4-(2-methoxyethoxy)benzophenone is obtained by reaction of 4-hydroxybenzophenone with 2-methoxyethyl chloride at 100° C. in the presence of sodium hydride in dimethylformamide. Further reaction takes place in accordance with Example 1-5. 4-(2-Methoxyethoxy)benzophenone is reduced to 4-(2-methoxyethoxy)benzhydrol using sodium borohydride. 4-(2-Methoxyethoxy)benzhydrol is reacted with thionyl chloride in chloroform to give 4-(2-methoxyethoxy)benzh... Product: COCCOC1=CC=C(C(C2=CC=CC=C2)Cl)C=C1 (4-(2-methoxyethoxy)benzhydryl chloride). Reactants: [Al+3], CC(=O)Cl, Cc1ccc2c(c1)OC(C)(C)CC2(C)C, [Cl-], [Cl-], [Cl-], Cl, C[N+](=O)[O-], O. Product: CC(=O)c1cc2c(cc1C)OC(C)(C)CC2(C)C. RXN SMILES: [Al+3:21].[CH3:16][C:17]([Cl:18])=[O:19].[CH3:1][C:2]1([CH3:15])[O:3][c:4]2[cH:5][c:6]([CH3:14])[cH:7][cH:8][c:9]2[C:10]([CH3:12])([CH3:13])[CH2:11]1.[Cl-:20].[Cl-:22].[Cl-:23].[ClH:24].[N+:25]([CH3:26])([O-:27])=[O:28].[OH2:29]>>[CH3:1][C:2]1([CH3:15])[O:3][c:4]2[cH:5][c:6]([CH3:14])[c:7]([C:17]([CH3:16])=[O:19])[cH:8][c:9]2[C:10]([CH3:12])([CH3:13])[CH2:11]1. Starting materials: S(O)(O)(=O)=O (sulphuric acid). Solvent: CCCCCC (hexane). Yields the product sulphonic acids, OS(=O)(=O)O.O=S(=O)=O (oleum). As a reaction SMILES: [S:1](=[O:5])(=[O:4])([OH:3])[OH:2]>CCCCCC>[OH:4][S:1]([OH:5])(=[O:3])=[O:2].[O:2]=[S:1](=[O:4])=[O:3] |f:2.3|. Reported procedure: After sulphonation the reaction mixture is generally diluted with hexane and where a process that yields sulphonic acids rich in sulphuric acid such as oleum sulphonation is used we prefer that the diluted reaction mixture be allowed to stand for sulphuric acid to settle. Following this from 1% to 30%, preferably 5% to 15% of water by weight based on the weight of the alkylate from which the sulphonic acid is derived is added, the mixture agitated and conveniently is then allowed to stand to all... The reactants are ClCCCl, CN(C)CC(=O)O, CCN(C(C)C)C(C)C, Nc1cc(N)cc(Cl)c1, ClCCl, On1nnc2ccccc21. Product: CN(C)CC(=O)Nc1cc(N)cc(Cl)c1. Reaction SMILES: [CH2:17]([Cl:18])[CH2:19][Cl:20].[CH3:10][N:11]([CH3:12])[CH2:13][C:14](=[O:15])[OH:16].[CH:31]([N:32]([CH2:33][CH3:34])[CH:35]([CH3:36])[CH3:37])([CH3:38])[CH3:39].[Cl:1][c:2]1[cH:3][c:4]([NH2:9])[cH:5][c:6]([NH2:8])[cH:7]1.[Cl:40][CH2:41][Cl:42].[OH:21][n:22]1[c:23]2[c:24]([cH:25][cH:26][cH:27][cH:28]2)[n:29][n:30]1>>[Cl:1][c:2]1[cH:3][c:4]([NH:9][C:14]([CH2:13][N:11]([CH3:10])[CH3:12])=[O:15])[cH:5][c:6]([NH2:8])[cH:7]1. The reactants are C(C)(C)(C)OC(=O)N1CCC(CC1)CCC(=O)N1CC(CCC1)C(=O)NCCC(=O)O (N-[1-{3-(1-tert-butoxycarbonyl-4-piperidyl)propionyl}-3-piperidylcarbonyl]-β-alanine), Cl (HCl). The solvent is C(C)(=O)OCC (ethyl acetate), C(C)(=O)OCC (ethyl acetate). Run at temperature 0 celsius. The product is Cl.N1CCC(CC1)CCC(=O)N1CC(CCC1)C(=O)NCCC(=O)O (N-[1-{3-(4-piperidyl)-propionyl}-3-piperidylcarbonyl]-β-alanine hydrochloride). RXN SMILES: C(OC([N:8]1[CH2:13][CH2:12][CH:11]([CH2:14][CH2:15][C:16]([N:18]2[CH2:23][CH2:22][CH2:21][CH:20]([C:24]([NH:26][CH2:27][CH2:28][C:29]([OH:31])=[O:30])=[O:25])[CH2:19]2)=[O:17])[CH2:10][CH2:9]1)=O)(C)(C)C.[ClH:32]>C(OCC)(=O)C>[ClH:32].[NH:8]1[CH2:9][CH2:10][CH:11]([CH2:14][CH2:15][C:16]([N:18]2[CH2:23][CH2:22][CH2:21][CH:20]([C:24]([NH:26][CH2:27][CH2:28][C:29]([OH:31])=[O:30])=[O:25])[CH2:19]2)=[O:17])[CH2:12][CH2:13]1 |f:3.4|. Procedure details: A solution of N-[1-{3-(1-tert-butoxycarbonyl-4-piperidyl)propionyl}-3-piperidylcarbonyl]-β-alanine (1.58 g) in ethyl acetate (16 ml) was added 4N HCl in ethyl acetate (13.5 ml) under stirring at 0° C. After stirring at ambient temperature for 2 hours, resulting precipitate was collected by filtration to give N-[1-{3-(4-piperidyl)-propionyl}-3-piperidylcarbonyl]-β-alanine hydrochloride (1.27 g). The reactants are C(C)(=O)OCCC1=CC(=C(C=C1)[Sn](CCCC)(CCCC)CCCC)F (2-(3-Fluoro-4-tributylstannylphenyl)ethyl acetate), BrC=1N=C(C2=CC=CC=C2C1)N1CCN(CC1)CC (3-bromo-1-(4-ethylpiperazin-1-yl)isoquinoline), C(C)(=O)OCC (ethyl acetate). The reagents and catalysts are C=1C=CC(=CC1)[P](C=2C=CC=CC2)(C=3C=CC=CC3)[Pd]([P](C=4C=CC=CC4)(C=5C=CC=CC5)C=6C=CC=CC6)([P](C=7C=CC=CC7)(C=8C=CC=CC8)C=9C=CC=CC9)[P](C=1C=CC=CC1)(C=1C=CC=CC1)C=1C=CC=CC1 (tetrakistriphenylphosphinepalladium(0)). Run in C=1(C(=CC=CC1)C)C (xylene). Product: C(C)N1CCN(CC1)C1=NC(=CC2=CC=CC=C12)C1=CC(=C(C=C1)CCOC(C)=O)F (1-(4-ethylpiperazin-1-yl)-3-[3-fluoro-4-(2-acetoxyethyl)phenyl]isoquinoline). As a reaction SMILES: C(OCC[C:7]1[CH:12]=[CH:11][C:10]([Sn](CCCC)(CCCC)CCCC)=[C:9]([F:26])[CH:8]=1)(=O)C.Br[C:28]1[N:29]=[C:30]([N:38]2[CH2:43][CH2:42][N:41]([CH2:44][CH3:45])[CH2:40][CH2:39]2)[C:31]2[C:36]([CH:37]=1)=[CH:35][CH:34]=[CH:33][CH:32]=2.[C:46]([O:49][CH2:50][CH3:51])(=[O:48])[CH3:47]>C1(C)C(C)=CC=CC=1.C1C=CC([P]([Pd]([P](C2C=CC=CC=2)(C2C=CC=CC=2)C2C=CC=CC=2)([P](C2C=CC=CC=2)(C2C=CC=CC=2)C2C=CC=CC=2)[P](C2C=CC=CC=2)(C2C=CC=CC=2)C2C=CC=CC=2)(C2C=CC=CC=2)C2C=CC=CC=2)=CC=1>[CH2:44]([N:41]1[CH2:42][CH2:43][N:38]([C:30]2[C:31]3[C:36](=[CH:35][CH:34]=[CH:33][CH:32]=3)[CH:37]=[C:28]([C:7]3[CH:12]=[CH:11][C:10]([CH2:51][CH2:50][O:49][C:46](=[O:48])[CH3:47])=[C:9]([F:26])[CH:8]=3)[N:29]=2)[CH2:39][CH2:40]1)[CH3:45] |^1:63,65,84,103|. Reported procedure: 2-(3-Fluoro-4-tributylstannylphenyl)ethyl acetate (2.77 g) and 3-bromo-1-(4-ethylpiperazin-1-yl)isoquinoline (1.19 g) were heated under reflux overnight in the presence of tetrakistriphenylphosphinepalladium(0) (0.17 g) in xylene in nitrogen atmosphere. After cooling, the reaction solution was diluted with ethyl acetate and filtered. The filtrate was extracted with 2N hydrochloric acid. The aqueous layer was washed with ethyl acetate, adjusted to pH 10 with a 8N aqueous solution of sodium hydrox...